This data is from the Open Reaction Database (ORD), a public repository of structured organic reaction records. The task is: describe an organic reaction: reactants, conditions, products, and yield The reactants are O[C@@H](C(=O)O)C1=CC=CC=C1 ((-)-(R)α-hydroxybenzeneacetic acid), Cl.ClC1=CC=C(C=C1)NNCC=1C=CC2=C(N(N=N2)C)C1 ((±)-6-[(4-chlorophenyl)hydrazinomethyl]-1-methyl-1H-benzotriazole monohydrochloride), C(C)O (ethanol), [OH-].[Na+] (sodium hydroxide). The solvent is O (water). Run at temperature 14 celsius, time 10 minute. Product: O[C@@H](C(=O)O)C1=CC=CC=C1.ClC1=CC=C(C=C1)C(C=1C=CC2=C(N(N=N2)C)C1)NN ((±)-6-[(4-chlorophenyl)-hydrazinomethyl]-1-methyl-1H-benzotriazole (R)-α-hydroxybenzeneacetate). The yield is 163.7%. As a reaction SMILES: [ClH:1].ClC1C=CC([NH:9][NH:10][CH2:11][C:12]2[CH:13]=[CH:14][C:15]3[N:19]=[N:18][N:17]([CH3:20])[C:16]=3[CH:21]=2)=CC=1.C(O)C.[OH-].[Na+].[OH:27][C@H:28]([C:32]1[CH:37]=[CH:36][CH:35]=[CH:34][CH:33]=1)[C:29]([OH:31])=[O:30]>O>[OH:27][C@H:28]([C:32]1[CH:37]=[CH:36][CH:35]=[CH:34][CH:33]=1)[C:29]([OH:31])=[O:30].[Cl:1][C:32]1[CH:37]=[CH:36][C:35]([CH:11]([NH:10][NH2:9])[C:12]2[CH:13]=[CH:14][C:15]3[N:19]=[N:18][N:17]([CH3:20])[C:16]=3[CH:21]=2)=[CH:34][CH:33]=1 |f:0.1,3.4,7.8|. Procedure: To a mixture of 200 g of intermediate 2-a and 479 ml of ethanol at 23° C. was added a solution of 23.94 g of sodium hydroxide in 180 ml of water. After stirring for 10 min. there were added 50.2 g of (-)-(R)α-hydroxybenzeneacetic acid. The whole was stirred for 30 min. at 60° C. and the product was crystallized by adding some product crystals obtained in a previous low-scale set-up. Then the whole was stirred for 2 hours at 50° C. and overnight at room temperature. The reaction mixture was coole... The reactants are [N-]=[N+]=[N-].[Na+] (sodium azide), C(C)(=O)O (acetic acid), C(C1=CC=CC=C1)OC1=CC=C(C#N)C=C1 (4-benzyloxy benzonitrile), [N-]=[N+]=[N-].[Na+] (sodium azide), C(C)(=O)O (acetic acid). The solvent is C(CCC)O (butanol), C(CCC)O (butanol). The product is C(C1=CC=CC=C1)OC1=CC=C(C=C1)C1=NN=NN1 (5-(4-benzyloxy phenyl) tetrazole). Yield: 85.0%. As a reaction SMILES: [N-:1]=[N+:2]=[N-:3].[Na+].C(O)(=O)C.[CH2:9]([O:16][C:17]1[CH:24]=[CH:23][C:20]([C:21]#[N:22])=[CH:19][CH:18]=1)[C:10]1[CH:15]=[CH:14][CH:13]=[CH:12][CH:11]=1>C(O)CCC>[CH2:9]([O:16][C:17]1[CH:18]=[CH:19][C:20]([C:21]2[NH:22][N:3]=[N:2][N:1]=2)=[CH:23][CH:24]=1)[C:10]1[CH:11]=[CH:12][CH:13]=[CH:14][CH:15]=1 |f:0.1|. Procedure: 6.6×10-2 mol of sodium azide and 6.6×10-2 mol of acetic acid were added to a solution of 5×10-2 mol of 4-benzyloxy benzonitrile (VIII) in 20 ml butanol. The reaction medium was then reflux-heated for 4 hours. 1 g sodium azide, 2 g acetic acid and 10 ml butanol were added and the reaction medium was again reflux-heated for 2 days. After concentration by evaporation of the solvent, the residue was dissolved in 20 ml of 10% aqueous NaOH. After filtration, the aqueous phase was extracted with ether....